The task is: describe an organic reaction: reactants, conditions, products, and yield. This data is from the Open Reaction Database (ORD), a public repository of structured organic reaction records. The reactants are CC(C)(C)OC(=O)CBr, CC(C)(C)OC(=O)N(CCCSc1nc2ccccc2[nH]1)CCc1ccccc1, O=C([O-])[O-], [Cs+], [Cs+], CN(C)C=O. The product is CC(C)(C)OC(=O)Cn1c(SCCCN(CCc2ccccc2)C(=O)OC(C)(C)C)nc2ccccc21. Reaction SMILES: [Br:30][CH2:31][C:32](=[O:33])[O:34][C:35]([CH3:36])([CH3:37])[CH3:38].[C:1]([CH3:2])([CH3:3])([CH3:4])[O:5][C:6](=[O:7])[N:8]([CH2:9][CH2:10][CH2:11][S:12][c:13]1[nH:14][c:15]2[c:16]([n:17]1)[cH:18][cH:19][cH:20][cH:21]2)[CH2:22][CH2:23][c:24]1[cH:25][cH:26][cH:27][cH:28][cH:29]1.[C:39](=[O:40])([O-:41])[O-:42].[Cs+:43].[Cs+:44].[O:45]=[CH:46][N:47]([CH3:48])[CH3:49]>>[C:1]([CH3:2])([CH3:3])([CH3:4])[O:5][C:6](=[O:7])[N:8]([CH2:9][CH2:10][CH2:11][S:12][c:13]1[n:14][c:15]2[c:16]([n:17]1[CH2:31][C:32](=[O:33])[O:34][C:35]([CH3:36])([CH3:37])[CH3:38])[cH:18][cH:19][cH:20][cH:21]2)[CH2:22][CH2:23][c:24]1[cH:25][cH:26][cH:27][cH:28][cH:29]1.